Dataset: the Open Reaction Database (ORD), a public repository of structured organic reaction records. Task: describe an organic reaction: reactants, conditions, products, and yield The reactants are B9, ClC=1SC(=C(N1)C)C1=C(C=2C(=NC=CN2)NC1=O)O (7-(2-chloro-4-methyl-thiazol-5-yl)-8-hydroxy-5H-pyrido[2,3-b]pyrazin-6-one), C(C(C)C)(=O)Cl (isobutyryl chloride), N1=CC=CC=C1 (pyridine). Solvent: ClCCl (dichloromethane). Yields the product ClC=1SC(=C(N1)C)C1=C(C=2C(=NC=CN2)NC1=O)OC(C(C)C)=O (isobutyric acid 7-(2-chloro-4-methyl-thiazol-5-yl)-6-oxo-5,6-dihydro-pyrido[2,3-b]pyrazin-8-yl ester). RXN SMILES: [Cl:1][C:2]1[S:3][C:4]([C:8]2[C:17](=[O:18])[NH:16][C:11]3=[N:12][CH:13]=[CH:14][N:15]=[C:10]3[C:9]=2[OH:19])=[C:5]([CH3:7])[N:6]=1.[C:20](Cl)(=[O:24])[CH:21]([CH3:23])[CH3:22].N1C=CC=CC=1>ClCCl>[Cl:1][C:2]1[S:3][C:4]([C:8]2[C:17](=[O:18])[NH:16][C:11]3=[N:12][CH:13]=[CH:14][N:15]=[C:10]3[C:9]=2[O:19][C:20](=[O:24])[CH:21]([CH3:23])[CH3:22])=[C:5]([CH3:7])[N:6]=1. Procedure: 7-(2-Chloro-4-methyl-thiazol-5-yl)-8-hydroxy-5H-pyrido[2,3-b]pyrazin-6-one (Example 2.3) (0.30 g), isobutyryl chloride (0.13 ml), and pyridine (0.10 ml) were stirred in dichloromethane (15 ml) at ambient temperature for 2 hours. The reaction mixture was washed successively with aqueous hydrochloric acid (1M), aqueous sodium hydrogen carbonate (saturated) and water. The organic fraction was dried over magnesium sulfate and concentrated to give Compound No. B9 of Table B (0.220 g).